The task is: describe an organic reaction: reactants, conditions, products, and yield. This data is from the Open Reaction Database (ORD), a public repository of structured organic reaction records. The reactants are BrC1=C(C=C(C=C1)SC)C ((4-bromo-3-methylphenyl)(methyl)sulfane), OOS(=O)[O-].[K+] (oxone), CO.O (MeOH water), S(=O)([O-])[O-].[Na+].[Na+] (sodium sulfite). Solvent: 10/1. Reaction conditions: time 8 hour. The product is BrC1=C(C=C(C=C1)S(=O)(=O)C)C (1-bromo-2-methyl-4-(methylsulfonyl)benzene). As a reaction SMILES: [Br:1][C:2]1[CH:7]=[CH:6][C:5](SC)=[CH:4][C:3]=1[CH3:10].O[O:12][S:13]([O-:15])=O.[K+].S([O-])([O-])=O.[Na+].[Na+].[CH3:23]O.O>>[Br:1][C:2]1[CH:7]=[CH:6][C:5]([S:13]([CH3:23])(=[O:15])=[O:12])=[CH:4][C:3]=1[CH3:10] |f:1.2,3.4.5,6.7|. Reported procedure: To a heterogenous solution of (4-bromo-3-methylphenyl)(methyl)sulfane (2.17 g, 9.99 mmol) in 55 mL of 10/1 MeOH/water at 0° C. was added oxone (6.14 g, 9.99 mmol). The solution was allowed to warm up to RT and stirred overnight. Saturated sodium sulfite (aq.) was added and the mixture was extracted with DCM (3×). The combined organic layers were washed with water and NaCl (sat.), dried over sodium sulfate, filtered and concentrated to afford 2.30 g of 1-bromo-2-methyl-4-(methylsulfonyl)benzene 2... The reactants are crude product, N1CCNCC1 (Piperazine), ClC1=NC=NC(=C1OC)Cl (4,6-dichloro-5-methoxypyrimidine), ClC1=NC=NC(=C1OC)Cl (4,6-dichloro-5-methoxypyrimidine). The solvent is O (water). Yields the product COC=1C(=NC=NC1)N1CCNCC1 (1-(5-Methoxy-4-pyrimidinyl)piperazine). Reaction SMILES: [NH:1]1[CH2:6][CH2:5][NH:4][CH2:3][CH2:2]1.Cl[C:8]1[C:13]([O:14][CH3:15])=[C:12](Cl)[N:11]=[CH:10][N:9]=1>O>[CH3:15][O:14][C:13]1[C:8]([N:1]2[CH2:6][CH2:5][NH:4][CH2:3][CH2:2]2)=[N:9][CH:10]=[N:11][CH:12]=1. Reported procedure: Piperazine (20 g) was dissolved in water (100 mL) in a Parr bottle and then solid 4,6-dichloro-5-methoxypyrimidine (5.00 g, 27.9 mmol) was added. The mixture was vigorously stirred for 2 h at room temperature during which the 4,6-dichloro-5-methoxypyrimidine dissolved. The stirring bar was removed, catalyst (10% Pd/C, 1.0 g) was added to the turbid solution, and the mixture was then hydrogenated (60 psi, 3 h) at room temperature. The catalyst was filtered off and the filtrate extracted 3 times w...